This data is from the Open Reaction Database (ORD), a public repository of structured organic reaction records. The task is: describe an organic reaction: reactants, conditions, products, and yield Starting materials: [NH4+].BrCC(=O)[O-] (bromoacetic acid ammonium salt), [Li] (Lithium), C(C1=CC=CC=C1)#N (benzonitrile), CC(C)(C)O (t-BuOH), [Cl-].[NH4+] (ammonium chloride). Run in N (NH3), C1CCOC1 (THF), N (NH3). Conditions: temperature -78 celsius, time 30 minute. Product: C(#N)C1(C=CCC=C1)CC(=O)O ((1-Cyanocyclohexa-2,5-dienyl)acetic acid). The yield is 30.5%. RXN SMILES: [Li].[C:2](#[N:9])[C:3]1[CH:8]=[CH:7][CH:6]=[CH:5][CH:4]=1.CC(O)(C)C.[NH4+].Br[CH2:17][C:18]([O-:20])=[O:19].[Cl-].[NH4+]>C1COCC1.N>[C:2]([C:3]1([CH2:17][C:18]([OH:20])=[O:19])[CH:8]=[CH:7][CH2:6][CH:5]=[CH:4]1)#[N:9] |f:3.4,5.6,^1:0|. Procedure: Lithium (0.87 g, 125 mmol) was added in portions to a stirred solution of benzonitrile (5.1 mL, 5.2 g, 50 mmol) and t-BuOH (4.8 mL, 3.7 g, 50 mmol) in THF (5 mL) and NH3 (25 mL). After stirring at −78° C. for 30 minutes, a solution of bromoacetic acid ammonium salt (prepared by mixing bromoacetic acid [13.90 g, 100.0 mmol], THF (15 mL), and N2 (50 mL) at −78° C. and stirring for 1.5 hours) was added dropwise to the reaction. After stirring at −78° C. for 1 hour, ammonium chloride (20.9 g, 391 mm...